This data is from the Open Reaction Database (ORD), a public repository of structured organic reaction records. The task is: describe an organic reaction: reactants, conditions, products, and yield The reactants are C(C)(C)C=1C=C(C=O)C=CC1OC (3-Isopropyl-4-methoxybenzaldehyde), N1C(CC2=CC=CC=C12)=O (2-oxindole). Product: C(C)(C)C=1C=C(C=C2C(NC3=CC=CC=C23)=O)C=CC1OC (3-(3-isopropyl-4-methoxybenzylidene)-1,3-dihydroindol-2-one). RXN SMILES: [CH:1]([C:4]1[CH:5]=[C:6]([CH:9]=[CH:10][C:11]=1[O:12][CH3:13])[CH:7]=O)([CH3:3])[CH3:2].[NH:14]1[C:22]2[C:17](=[CH:18][CH:19]=[CH:20][CH:21]=2)[CH2:16][C:15]1=[O:23]>>[CH:1]([C:4]1[CH:5]=[C:6]([CH:9]=[CH:10][C:11]=1[O:12][CH3:13])[CH:7]=[C:16]1[C:17]2[C:22](=[CH:21][CH:20]=[CH:19][CH:18]=2)[NH:14][C:15]1=[O:23])([CH3:3])[CH3:2]. Procedure details: 2-Isopropylphenol was methylated and then formylated to give 3-isopropyl-4-methoxybenzaldehyde. 3-Isopropyl-4-methoxybenzaldehyde was condensed with 2-oxindole to give 0.3 g of 3-(3-isopropyl-4-methoxybenzylidene)-1,3-dihydroindol-2-one as a yellow-orange solid.